Dataset: the Open Reaction Database (ORD), a public repository of structured organic reaction records. Task: describe an organic reaction: reactants, conditions, products, and yield The reactants are CCNC(=O)Nc1ccc(-c2nc3c(c(N4CCOCC4C)n2)CCNC3)cc1, CC(=O)Cl. Product: CCNC(=O)Nc1ccc(-c2nc3c(c(N4CCOCC4C)n2)CCN(C(C)=O)C3)cc1. As a reaction SMILES: [CH2:1]([CH3:2])[NH:3][C:4](=[O:5])[NH:6][c:7]1[cH:8][cH:9][c:10](-[c:13]2[n:14][c:15]([N:23]3[CH:24]([CH3:29])[CH2:25][O:26][CH2:27][CH2:28]3)[c:16]3[c:17]([n:18]2)[CH2:19][NH:20][CH2:21][CH2:22]3)[cH:11][cH:12]1.[CH3:30][C:31]([Cl:32])=[O:33]>>[CH2:1]([CH3:2])[NH:3][C:4](=[O:5])[NH:6][c:7]1[cH:8][cH:9][c:10](-[c:13]2[n:14][c:15]([N:23]3[CH:24]([CH3:29])[CH2:25][O:26][CH2:27][CH2:28]3)[c:16]3[c:17]([n:18]2)[CH2:19][N:20]([C:31]([CH3:30])=[O:33])[CH2:21][CH2:22]3)[cH:11][cH:12]1.